This data is from the Open Reaction Database (ORD), a public repository of structured organic reaction records. The task is: describe an organic reaction: reactants, conditions, products, and yield Starting materials: CCOC(=O)CN, CCO, Clc1cc(Cl)nc(Cl)n1, Cl, [Na+], [Na+], O=C([O-])[O-]. Yields the product CCOC(=O)CNc1cc(Cl)nc(Cl)n1. As a reaction SMILES: [CH2:2]([CH3:3])[O:4][C:5]([CH2:6][NH2:7])=[O:8].[CH3:24][CH2:25][OH:26].[Cl:15][c:16]1[n:17][c:18]([Cl:23])[cH:19][c:20]([Cl:22])[n:21]1.[ClH:1].[Na+:10].[Na+:9].[O-:11][C:12](=[O:13])[O-:14]>>[CH2:2]([CH3:3])[O:4][C:5]([CH2:6][NH:7][c:20]1[cH:19][c:18]([Cl:23])[n:17][c:16]([Cl:15])[n:21]1)=[O:8].